From a dataset of the Open Reaction Database (ORD), a public repository of structured organic reaction records. describe an organic reaction: reactants, conditions, products, and yield Reaction SMILES: [CH3:17][CH:18]([CH2:19][AlH:20][CH2:21][CH:22]([CH3:23])[CH3:24])[CH3:25].[Cl:27][CH2:28][Cl:29].[OH2:26].[n:1]1[c:2]([C:12](=[O:13])[O:14][CH2:15][CH3:16])[cH:3][n:4]2[c:5]1[S:6](=[O:10])(=[O:11])[CH2:7][CH2:8][CH2:9]2>>[n:1]1[c:2]([CH:12]=[O:13])[cH:3][n:4]2[c:5]1[S:6](=[O:10])(=[O:11])[CH2:7][CH2:8][CH2:9]2. Product: O=Cc1cn2c(n1)S(=O)(=O)CCC2. The reactants are CC(C)C[AlH]CC(C)C, ClCCl, O, CCOC(=O)c1cn2c(n1)S(=O)(=O)CCC2.